From a dataset of the Open Reaction Database (ORD), a public repository of structured organic reaction records. describe an organic reaction: reactants, conditions, products, and yield Reactants: Nc1ccc(-n2cccc2)c(Cl)c1, O=C=NC(=O)c1ccccc1Cl. RXN SMILES: [Cl:13][c:14]1[cH:15][c:16]([NH2:17])[cH:18][cH:19][c:20]1-[n:21]1[cH:22][cH:23][cH:24][cH:25]1.[Cl:1][c:2]1[c:3]([C:4](=[O:5])[N:6]=[C:7]=[O:8])[cH:9][cH:10][cH:11][cH:12]1>>[Cl:1][c:2]1[c:3]([C:4](=[O:5])[NH:6][C:7](=[O:8])[NH:17][c:16]2[cH:15][c:14]([Cl:13])[c:20](-[n:21]3[cH:22][cH:23][cH:24][cH:25]3)[cH:19][cH:18]2)[cH:9][cH:10][cH:11][cH:12]1. Yields the product O=C(NC(=O)c1ccccc1Cl)Nc1ccc(-n2cccc2)c(Cl)c1. Procedure details: To a stirring solution of 200 mg (0.30 mmol) of 2-[3-(1-Benzyl-1H-indazol-3-ylmethyl)-2,4-dioxo-5-phenyl-2,3,4,5-tetrahydro-benzo[b][1,4]diazepin-1-yl]-N-isopropyl-N-(4-methoxy-phenyl) acetamide in 5 mL of DMF is added 0.45 mL (0.45 mmol, 1.5 equiv) of a 1.0M solution of NaN(TMS)2. The resulting solution is stirred 5 min, then 76 mg (0.54 mmol, 1.8 equiv) of methyl iodide is added. The resulting solution is stirred at RT for 1 h then heated to 50° C. for 16 h. The solution is cooled to RT, poure... The solvent is CN(C)C=O (DMF). Conditions: temperature 50 celsius, time 5 minute. Reactants: C(C1=CC=CC=C1)N1N=C(C2=CC=CC=C12)CC1C(N(C2=C(N(C1=O)CC(=O)N(C1=CC=C(C=C1)OC)C(C)C)C=CC=C2)C2=CC=CC=C2)=O (2-[3-(1-Benzyl-1H-indazol-3-ylmethyl)-2,4-dioxo-5-phenyl-2,3,4,5-tetrahydro-benzo[b][1,4]diazepin-1-yl]-N-isopropyl-N-(4-methoxy-phenyl) acetamide), solution, C[Si](C)(C)[N-][Si](C)(C)C.[Na+] (NaN(TMS)2), CI (methyl iodide), CCOC(=O)C (EtOAc). Product: C(C1=CC=CC=C1)N1N=C(C2=CC=CC=C12)CC1(C(N(C2=C(N(C1=O)CC(=O)N(C1=CC=C(C=C1)OC)C(C)C)C=CC=C2)C2=CC=CC=C2)=O)C (2-[3-(1-Benzyl-1H-indazol-3-ylmethyl)-3-methyl-2,4-dioxo-5-phenyl-2,3,4,5-tetrahydro-benzo[b][1,4]diazepin-1-yl]-N-isopropyl-N-(4-methoxy-phenyl) acetamide). As a reaction SMILES: [CH2:1]([N:8]1[C:16]2[C:11](=[CH:12][CH:13]=[CH:14][CH:15]=2)[C:10]([CH2:17][CH:18]2[C:24](=[O:25])[N:23]([CH2:26][C:27]([N:29]([CH:38]([CH3:40])[CH3:39])[C:30]3[CH:35]=[CH:34][C:33]([O:36][CH3:37])=[CH:32][CH:31]=3)=[O:28])[C:22]3[CH:41]=[CH:42][CH:43]=[CH:44][C:21]=3[N:20]([C:45]3[CH:50]=[CH:49][CH:48]=[CH:47][CH:46]=3)[C:19]2=[O:51])=[N:9]1)[C:2]1[CH:7]=[CH:6][CH:5]=[CH:4][CH:3]=1.[CH3:52][Si]([N-][Si](C)(C)C)(C)C.[Na+].CI.CCOC(C)=O>CN(C=O)C>[CH2:1]([N:8]1[C:16]2[C:11](=[CH:12][CH:13]=[CH:14][CH:15]=2)[C:10]([CH2:17][C:18]2([CH3:52])[C:24](=[O:25])[N:23]([CH2:26][C:27]([N:29]([CH:38]([CH3:40])[CH3:39])[C:30]3[CH:31]=[CH:32][C:33]([O:36][CH3:37])=[CH:34][CH:35]=3)=[O:28])[C:22]3[CH:41]=[CH:42][CH:43]=[CH:44][C:21]=3[N:20]([C:45]3[CH:50]=[CH:49][CH:48]=[CH:47][CH:46]=3)[C:19]2=[O:51])=[N:9]1)[C:2]1[CH:7]=[CH:6][CH:5]=[CH:4][CH:3]=1 |f:1.2|. Reactants: C(C1=CC=CC=C1)(=O)OC1(C(N(C2=CC=C(C=C12)C)CC)=O)CC1=CC(=C(C(=C1)OC)OC)OC (1-ethyl-5-methyl-2-oxo-3-(3,4,5-trimethoxybenzyl)indolin-3-yl benzoate), C(C1=CC=CC=C1)(=O)OC1C(N(C2=CC=C(C=C12)C)CC)=O (1-ethyl-5-methyl-2-oxoindolin-3-yl benzoate), COC=1C=C(CBr)C=C(C1)OC (3,5-dimethoxy benzyl bromide). The product is C(C1=CC=CC=C1)(=O)OC1(C(N(C2=CC=C(C=C12)C)CC)=O)CC1=CC(=CC(=C1)OC)OC (3-(3,5-dimethoxybenzyl)-1-ethyl-5-methyl-2-oxoindolin-3-yl benzoate). As a reaction SMILES: [C:1]([O:9][C:10]1([CH2:23][C:24]2[CH:29]=[C:28]([O:30][CH3:31])[C:27](OC)=[C:26]([O:34][CH3:35])[CH:25]=2)[C:18]2[C:13](=[CH:14][CH:15]=[C:16]([CH3:19])[CH:17]=2)[N:12]([CH2:20][CH3:21])[C:11]1=[O:22])(=[O:8])[C:2]1[CH:7]=[CH:6][CH:5]=[CH:4][CH:3]=1.C(OC1C2C(=CC=C(C)C=2)N(CC)C1=O)(=O)C1C=CC=CC=1.COC1C=C(C=C(OC)C=1)CBr>>[C:1]([O:9][C:10]1([CH2:23][C:24]2[CH:29]=[C:28]([O:30][CH3:31])[CH:27]=[C:26]([O:34][CH3:35])[CH:25]=2)[C:18]2[C:13](=[CH:14][CH:15]=[C:16]([CH3:19])[CH:17]=2)[N:12]([CH2:20][CH3:21])[C:11]1=[O:22])(=[O:8])[C:2]1[CH:3]=[CH:4][CH:5]=[CH:6][CH:7]=1. Procedure: This compound was made in an analogous fashion to 1-ethyl-5-methyl-2-oxo-3-(3,4,5-trimethoxybenzyl)indolin-3-yl benzoate using 1-ethyl-5-methyl-2-oxoindolin-3-yl benzoate and 3,5-dimethoxy benzyl bromide (purchased from Fisher Scientific). 1H NMR δ 8.08 (d, 2H), 7.60 (t, 1H), 7.57 (t, 2H), 7.10 (d, 1H), 6.90 (s, 1H), 6.65 (d, 1H), 6.33 (s, 1H), 6.18 (s, 2H), 3.79 (m, 1H), 3.62 (s, 6H), 3.59 (m, 1H), 3.52 (d, 1H), 3.22 (d, 1H), 2.28 (s, 3H), 1.07 (t, 3H). The reactants are solution, FC(C(=O)O)(F)F (trifluoroacetic acid), C(#N)[BH3-].[Na+] (sodium cyanoborohydride), CC=1C=C(C=C(C1)C)C=1NC2=CC=CC=C2C1CCN (2-[2-(3,5-dimethylphenyl)-1H-indol-3-yl]ethylamine), OC1=CC=C(C=C1)C1CCC(CC1)=O (4-(4-hydroxyphenyl)cyclohexanone). Run in CO (methanol), CO (methanol). Conditions: time 20 hour. Product: CC=1C=C(C=C(C1)C)C=1NC2=CC=CC=C2C1CCNC1CCC(CC1)C1=CC=C(C=C1)O (4-(4-{2-[2-(3,5-dimethylphenyl)-1H-indol-3-yl]ethylamino}cyclohexyl)phenol). Reaction SMILES: [CH3:1][C:2]1[CH:3]=[C:4]([C:9]2[NH:10][C:11]3[C:16]([C:17]=2[CH2:18][CH2:19][NH2:20])=[CH:15][CH:14]=[CH:13][CH:12]=3)[CH:5]=[C:6]([CH3:8])[CH:7]=1.[OH:21][C:22]1[CH:27]=[CH:26][C:25]([CH:28]2[CH2:33][CH2:32][C:31](=O)[CH2:30][CH2:29]2)=[CH:24][CH:23]=1.FC(F)(F)C(O)=O.C([BH3-])#N.[Na+]>CO>[CH3:1][C:2]1[CH:3]=[C:4]([C:9]2[NH:10][C:11]3[C:16]([C:17]=2[CH2:18][CH2:19][NH:20][CH:31]2[CH2:30][CH2:29][CH:28]([C:25]4[CH:26]=[CH:27][C:22]([OH:21])=[CH:23][CH:24]=4)[CH2:33][CH2:32]2)=[CH:15][CH:14]=[CH:13][CH:12]=3)[CH:5]=[C:6]([CH3:8])[CH:7]=1 |f:3.4|. Reported procedure: A mixture of 2-[2-(3,5-dimethylphenyl)-1H-indol-3-yl]ethylamine (EXAMPLE 2, Step D, 345 mg) and 4-(4-hydroxyphenyl)cyclohexanone (62 mg) were solvated in 8 mL dry methanol to which ca. 2 g powdered 3 Å molecular sieves were added. The pH of this mixture was adjusted to 6 by the addition of 0.65 mL of a 10% solution of trifluoroacetic acid in methanol and then 90 mg sodium cyanoborohydride was added and the mixture stirred at room temperature. After 20 hours, the mixture was filtered through diat...